From a dataset of the Open Reaction Database (ORD), a public repository of structured organic reaction records. describe an organic reaction: reactants, conditions, products, and yield Solvent: C(C)(=O)OCC (ethyl acetate). As a reaction SMILES: [ClH:1].[C:2]1([CH3:10])[CH:7]=[CH:6][C:5]([CH:8]=[O:9])=[CH:4][CH:3]=1.[N:11](=[C:13]([CH3:17])[C:14](=O)[CH3:15])[OH:12]>C(OCC)(=O)C>[ClH:1].[CH3:17][C:13]1[N+:11]([O-:12])=[C:8]([C:5]2[CH:6]=[CH:7][C:2]([CH3:10])=[CH:3][CH:4]=2)[O:9][C:14]=1[CH3:15] |f:4.5|. Reactants: Cl (HCl), C1(=CC=C(C=C1)C=O)C (p-tolualdehyde), N(O)=C(C(C)=O)C (3-oximino-2-butanone). Reported procedure: At 0°-5° C., dry HCl was bubble through a solution of p-tolualdehyde (125 g, 1.04 mol) and 3-oximino-2-butanone (95.6 g, 0.946 mol) in 350 ml of ethyl acetate. Title product was precipitated by dilution with ether and recovered by filtration with ether wash, 207 g; mp 198°-200° C. (dec). The product is Cl.CC=1[N+](=C(OC1C)C1=CC=C(C=C1)C)[O-] (4,5-Dimethyl-2-(4-methylphenyl)oxazole N-Oxide Hydrochloride). The reactants are [OH-].OC1=C(C(N(C2=NC=CC=C12)C1=CC=CC=C1)=O)[NH+]1CCCC1 (1-(1,2-dihydro-4-hydroxy-1-phenyl-2-oxo-1,8-naphthyridin-3-yl)-pyrrolidinium hydroxide), salt, C(C)N(C(=O)Cl)CC (diethylcarbamoyl chloride), N#N (N2), N12CCCCCC2=NCCC1 (1,8-diazabicyclo[5.4.0]undec7-ene), C(C)N(C(=O)Cl)CC (diethylcarbamoyl chloride). Run in C(C)(=O)O (acetic acid), N1=CC=CC=C1 (pyridine), C(C)N(CC)CC (triethylamine), CN(C=O)C (dimethylformamide). Conditions: temperature 80 celsius. Yields the product C(C)N(C(=O)OC1=C(C(N(C2=NC=CC=C12)C1=CC=CC=C1)=O)N1CCCC1)CC (4-(N,N-diethylcarbamoyloxy)-1-phenyl-3-(1-pyrrolidinyl)-1,8-naphthyridin-2(1H)-one). RXN SMILES: [OH-].[OH:2][C:3]1[C:12]2[C:7](=[N:8][CH:9]=[CH:10][CH:11]=2)[N:6]([C:13]2[CH:18]=[CH:17][CH:16]=[CH:15][CH:14]=2)[C:5](=[O:19])[C:4]=1[NH+:20]1[CH2:24][CH2:23][CH2:22][CH2:21]1.[CH2:25]([N:27]([CH2:31][CH3:32])[C:28](Cl)=[O:29])[CH3:26].N#N.N12CCCN=C1CCCCC2>N1C=CC=CC=1.C(O)(=O)C.CN(C)C=O.C(N(CC)CC)C>[CH2:25]([N:27]([CH2:31][CH3:32])[C:28]([O:2][C:3]1[C:12]2[C:7](=[N:8][CH:9]=[CH:10][CH:11]=2)[N:6]([C:13]2[CH:18]=[CH:17][CH:16]=[CH:15][CH:14]=2)[C:5](=[O:19])[C:4]=1[N:20]1[CH2:24][CH2:23][CH2:22][CH2:21]1)=[O:29])[CH3:26] |f:0.1|. Procedure details: A mixture of 1-(1,2-dihydro-4-hydroxy-1-phenyl-2-oxo-1,8-naphthyridin-3-yl)-pyrrolidinium hydroxide, inner salt (3 g), triethylamine (1.88 g), and diethylcarbamoyl chloride (1.57 g) in dry pyridine (50 mL) was stirred overnight at room temperature in an N2 atmosphere. Some starting material remained so dimethylformamide (50 mL), 1,8-diazabicyclo[5.4.0]undec7-ene (DBU) (2.83 g), and diethylcarbamoyl chloride (1.57 g) were added and the mixture was heated at 80° C. for 0.5 hour. The reaction mixtu... Starting materials: O (water), [OH-].[Na+] (sodium hydroxide), ester, dimethyl, O1C(=CC=C1)C=CC(=O)N[C@@H](CCC(=O)[O-])C(=O)[O-] (N-[β-(2-furyl)acryloyl]glutamate), Cl (hydrochloric acid). Run in CO (methanol). The product is O1C(=CC=C1)C=CC(=O)N[C@@H](CCC(=O)O)C(=O)O (N-[β-(2-furyl)acryloyl]glutamic acid). Yield: 90.0%. RXN SMILES: O.[OH-].[Na+].[O:4]1[CH:8]=[CH:7][CH:6]=[C:5]1[CH:9]=[CH:10][C:11]([NH:13][C@H:14]([C:20]([O-:22])=[O:21])[CH2:15][CH2:16][C:17]([O-:19])=[O:18])=[O:12].Cl>CO>[O:4]1[CH:8]=[CH:7][CH:6]=[C:5]1[CH:9]=[CH:10][C:11]([NH:13][C@H:14]([C:20]([OH:22])=[O:21])[CH2:15][CH2:16][C:17]([OH:19])=[O:18])=[O:12] |f:1.2|. Procedure: To a mixture of 400 ml of water, 80 ml of methanol and 45 g of sodium hydroxide was added 100 g of the dimethyl DL-N-[β-(2-furyl)acryloyl]glutamate, and the resulting mixture was heated at 60° C. to 65° C. for 4 hours to hydrolyze the ester. The reaction mixture was cooled to room temperature and acidified with hydrochloric acid, and thereafter the precipitated crystals were collected by filtration to obtain 80 g (yield 90%) of DL-N-[β-(2-furyl)acryloyl]glutamic acid having a melting point of 16... The reactants are O=c1[nH]n(Cc2ccc(F)c(F)c2)c2ccc([N+](=O)[O-])cc12, [H-], CI, [Na+], CN(C)C=O. The product is Cn1c(=O)c2cc([N+](=O)[O-])ccc2n1Cc1ccc(F)c(F)c1. RXN SMILES: [F:1][c:2]1[cH:3][c:4]([CH2:5][n:6]2[nH:7][c:8](=[O:18])[c:9]3[cH:10][c:11]([N+:15](=[O:16])[O-:17])[cH:12][cH:13][c:14]23)[cH:19][cH:20][c:21]1[F:22].[H-:24].[I:25][CH3:26].[Na+:23].[O:27]=[CH:28][N:29]([CH3:30])[CH3:31]>>[F:1][c:2]1[cH:3][c:4]([CH2:5][n:6]2[n:7]([CH3:26])[c:8](=[O:18])[c:9]3[cH:10][c:11]([N+:15](=[O:16])[O-:17])[cH:12][cH:13][c:14]23)[cH:19][cH:20][c:21]1[F:22]. Procedure: In analogy to example 2, [(S)-1-(2-chloro-benzenesulfonyl)-aziridin-2-yl]-[4-(3-trifluoromethyl-pyridin-2-yl)-piperazin-1-yl]-methanone was reacted with sodium iodide and n-propylisocyanate to give (S)-1-(2-chloro-benzenesulfonyl)-3-propyl-4-[4-(3-trifluoromethyl-pyridin-2-yl)-piperazine-1-carbonyl]-imidazolidin-2-one as a colorless foam. MS: 559.6 ([M+H]+) Starting materials: ClC1=C(C=CC=C1)S(=O)(=O)[N@@]1C(C1)C(=O)N1CCN(CC1)C1=NC=CC=C1C(F)(F)F ([(S)-1-(2-chloro-benzenesulfonyl)-aziridin-2-yl]-[4-(3-trifluoromethyl-pyridin-2-yl)-piperazin-1-yl]-methanone), [I-].[Na+] (sodium iodide), C(CC)N=C=O (n-propylisocyanate). Product: ClC1=C(C=CC=C1)S(=O)(=O)N1C(N([C@@H](C1)C(=O)N1CCN(CC1)C1=NC=CC=C1C(F)(F)F)CCC)=O ((S)-1-(2-chloro-benzenesulfonyl)-3-propyl-4-[4-(3-trifluoromethyl-pyridin-2-yl)-piperazine-1-carbonyl]-imidazolidin-2-one). Reaction SMILES: [Cl:1][C:2]1[CH:7]=[CH:6][CH:5]=[CH:4][C:3]=1[S:8]([N@:11]1[CH2:13][CH:12]1[C:14]([N:16]1[CH2:21][CH2:20][N:19]([C:22]2[C:27]([C:28]([F:31])([F:30])[F:29])=[CH:26][CH:25]=[CH:24][N:23]=2)[CH2:18][CH2:17]1)=[O:15])(=[O:10])=[O:9].[I-].[Na+].[CH2:34]([N:37]=[C:38]=[O:39])[CH2:35][CH3:36]>>[Cl:1][C:2]1[CH:7]=[CH:6][CH:5]=[CH:4][C:3]=1[S:8]([N:11]1[CH2:13][C@@H:12]([C:14]([N:16]2[CH2:21][CH2:20][N:19]([C:22]3[C:27]([C:28]([F:30])([F:29])[F:31])=[CH:26][CH:25]=[CH:24][N:23]=3)[CH2:18][CH2:17]2)=[O:15])[N:37]([CH2:34][CH2:35][CH3:36])[C:38]1=[O:39])(=[O:9])=[O:10] |f:1.2|. Reactants: O=C1Nc2ccc(Cl)cc2C1=Cc1ccc(Br)o1, O=C([O-])[O-], CC1(C)OB(c2ccc(OCCN3CCOCC3)cc2)OC1(C)C, [Cs+], [Cs+], C1COCCO1, O. The product is O=C1Nc2ccc(Cl)cc2C1=Cc1ccc(-c2ccc(OCCN3CCOCC3)cc2)o1. RXN SMILES: [Br:1][c:2]1[cH:3][cH:4][c:5]([CH:7]=[C:8]2[C:9](=[O:18])[NH:10][c:11]3[cH:12][cH:13][c:14]([Cl:17])[cH:15][c:16]32)[o:6]1.[C:19](=[O:20])([O-:21])[O-:22].[CH3:25][C:26]1([CH3:27])[C:28]([CH3:29])([CH3:30])[O:31][B:32]([c:33]2[cH:34][cH:35][c:36]([O:37][CH2:38][CH2:39][N:40]3[CH2:41][CH2:42][O:43][CH2:44][CH2:45]3)[cH:46][cH:47]2)[O:48]1.[Cs+:23].[Cs+:24].[O:50]1[CH2:51][CH2:52][O:53][CH2:54][CH2:55]1.[OH2:49]>>[c:2]1(-[c:33]2[cH:34][cH:35][c:36]([O:37][CH2:38][CH2:39][N:40]3[CH2:41][CH2:42][O:43][CH2:44][CH2:45]3)[cH:46][cH:47]2)[cH:3][cH:4][c:5]([CH:7]=[C:8]2[C:9](=[O:18])[NH:10][c:11]3[cH:12][cH:13][c:14]([Cl:17])[cH:15][c:16]32)[o:6]1.